From a dataset of the Open Reaction Database (ORD), a public repository of structured organic reaction records. describe an organic reaction: reactants, conditions, products, and yield Starting materials: N[C@@H](CC1=CNC2=CC=CC=C12)C(=O)O (L-tryptophan), CC1=NC=C(C(=C1O)C=O)COP(=O)(O)O (pyridoxalphosphate), OP(=O)([O-])[O-].[K+].[K+].OP(=O)(O)[O-].[K+] (K2HPO4 KH2PO4), aqueous solution, ClC(C(=O)O)(Cl)Cl (trichloroacetic acid). Run in reaction mixture. Conditions: time 10 minute. Product: N1C=CC2=CC=CC=C12 (Indole). RXN SMILES: N[C@H](C(O)=O)C[C:4]1[C:12]2[C:7](=[CH:8][CH:9]=[CH:10][CH:11]=2)[NH:6][CH:5]=1.CC1C(O)=C(C=O)C(COP(O)(O)=O)=CN=1.OP([O-])([O-])=O.[K+].[K+].OP([O-])(O)=O.[K+].ClC(Cl)(Cl)C(O)=O>>[NH:6]1[C:7]2[C:12](=[CH:11][CH:10]=[CH:9][CH:8]=2)[CH:4]=[CH:5]1 |f:2.3.4.5.6|. Procedure details: Measured in accordance with the method of Yamada et al. as follows. In 4.0ml of a reaction mixture containing 10 micromoles of L-tryptophan, 0.4 micromole of pyridoxalphosphate (PLP)), 200 micromoles of K2HPO4 -KH2PO4 (pH 8.0), the enzyme is incubated at 65° C. for 10 minutes. Then, 1.0 ml of a 30% aqueous solution of trichloroacetic acid (TCA) is added to stop the reaction. Indole formed in the reaction system is quantitatively determined by the method of E. McEvoy-Bowe [The ANALYST, vol. 88, p... Reactants: CCOC(=O)c1cn(C)c2nc3c(F)c(F)c(F)cc3cc2c1=O, C1CNCCNC1. Product: CCOC(=O)c1cn(C)c2nc3c(F)c(N4CCCNCC4)c(F)cc3cc2c1=O. Reaction SMILES: [CH2:1]([CH3:2])[O:3][C:4](=[O:5])[c:6]1[c:7](=[O:24])[c:8]2[cH:9][c:10]3[c:11]([n:12][c:13]2[n:14]([CH3:16])[cH:15]1)[c:17]([F:23])[c:18]([F:22])[c:19]([F:21])[cH:20]3.[NH:25]1[CH2:26][CH2:27][NH:28][CH2:29][CH2:30][CH2:31]1>>[CH2:1]([CH3:2])[O:3][C:4](=[O:5])[c:6]1[c:7](=[O:24])[c:8]2[cH:9][c:10]3[c:11]([n:12][c:13]2[n:14]([CH3:16])[cH:15]1)[c:17]([F:23])[c:18]([N:25]1[CH2:26][CH2:27][NH:28][CH2:29][CH2:30][CH2:31]1)[c:19]([F:21])[cH:20]3. Starting materials: [Al+3], CCOCC, [H-], [H-], [H-], [H-], [Li+], Cc1cc(N)cnc1CCCC#N, C1CCOC1. Product: Cc1cc(N)cnc1CCCCN. RXN SMILES: [Al+3:15].[CH2:25]([O:26][CH2:27][CH3:28])[CH3:29].[H-:14].[H-:17].[H-:18].[H-:19].[Li+:16].[NH2:1][c:2]1[cH:3][c:4]([CH3:13])[c:5]([CH2:8][CH2:9][CH2:10][C:11]#[N:12])[n:6][cH:7]1.[O:20]1[CH2:21][CH2:22][CH2:23][CH2:24]1>>[NH2:1][c:2]1[cH:3][c:4]([CH3:13])[c:5]([CH2:8][CH2:9][CH2:10][CH2:11][NH2:12])[n:6][cH:7]1. Starting materials: C1COCCN1, CCOC(C)=O, COc1cc(S(=O)(=O)Cl)ccc1-c1nc2ncncc2[nH]1, Cl, O. Product: COc1cc(S(=O)(=O)N2CCOCC2)ccc1-c1nc2ncncc2[nH]1. RXN SMILES: [CH2:1]1[CH2:2][O:3][CH2:4][CH2:5][NH:6]1.[CH3:29][CH2:30][O:31][C:32](=[O:33])[CH3:34].[CH3:8][O:9][c:10]1[c:11](-[c:20]2[n:21][c:22]3[n:23][cH:24][n:25][cH:26][c:27]3[nH:28]2)[cH:12][cH:13][c:14]([S:16](=[O:17])(=[O:18])[Cl:19])[cH:15]1.[ClH:7].[OH2:35]>>[CH2:1]1[CH2:2][O:3][CH2:4][CH2:5][N:6]1[S:16]([c:14]1[cH:13][cH:12][c:11](-[c:20]2[n:21][c:22]3[n:23][cH:24][n:25][cH:26][c:27]3[nH:28]2)[c:10]([O:9][CH3:8])[cH:15]1)(=[O:17])=[O:18]. Reactants: Nc1cc(Cl)c(Cl)c(Cl)c1, [H][H]. Product: Nc1cc(Cl)cc(Cl)c1. Reaction SMILES: [Cl:3][c:4]1[cH:5][c:6]([NH2:7])[cH:8][c:9]([Cl:12])[c:10]1[Cl:11].[H:1][H:2]>>[Cl:3][c:4]1[cH:5][c:6]([NH2:7])[cH:8][c:9]([Cl:12])[cH:10]1. Starting materials: Cl (hydrochloric acid), [N+](=O)([O-])C(C(=O)OCC)C1C2=CC=CC=C2OC=2C=CC=CC12 (Ethyl α-nitro-9H-xanthene-9-acetate), ClCCl (dichloromethane). Reagents/catalysts: [Pd] (palladium on carbon). The solvent is C(C)O (ethanol). Yields the product Cl.NC(C(=O)OCC)C1C2=CC=CC=C2OC=2C=CC=CC12 (Ethyl α-amino-9H -xanthene-9-acetate hydrochloride). As a reaction SMILES: [N+:1]([CH:4]([CH:10]1[C:23]2[CH:22]=[CH:21][CH:20]=[CH:19][C:18]=2[O:17][C:16]2[C:11]1=[CH:12][CH:13]=[CH:14][CH:15]=2)[C:5]([O:7][CH2:8][CH3:9])=[O:6])([O-])=O.Cl.[Cl:25]CCl>C(O)C.[Pd]>[ClH:25].[NH2:1][CH:4]([CH:10]1[C:11]2[CH:12]=[CH:13][CH:14]=[CH:15][C:16]=2[O:17][C:18]2[C:23]1=[CH:22][CH:21]=[CH:20][CH:19]=2)[C:5]([O:7][CH2:8][CH3:9])=[O:6] |f:5.6|. Procedure details: Ethyl α-nitro-9H-xanthene-9-acetate (7.5 g, 24 mmol) is dissolved in 150 mL of ethanol and 2 mL of concentrated hydrochloric acid and hydrogenated over 1.0 g of 20% palladium on carbon (53 hours, 51 pounds per square inch (psi)). The filtered solution is stripped of solvent and washed with dichloromethane. This gives 4.83 g of the title compound. An additional crop, 0.61 g is obtained after cooling the dichloromethane wash. The crops are combined and used in the next step. The reactants are ClC=1C(=NC=C(C1)Cl)C1C(C1)N(C(OC(C)(C)C)=O)C(=O)C=1C(=NN(C1)C)C(F)F (tert-butyl [2-(3,5-dichloropyridin-2-yl)cyclopropyl]{[3-(difluoromethyl)-1-methyl-1H-pyrazol-4-yl]carbonyl}carbamate), FC(C(=O)O)(F)F (trifluoroacetic acid). Solvent: ClCCl (dichloromethane). Reaction conditions: time 8 hour. The product is ClC=1C(=NC=C(C1)Cl)C1C(C1)NC(=O)C=1C(=NN(C1)C)C(F)F (N-[2-(3,5-dichloropyridin-2-yl)cyclopropyl]-3-(difluoromethyl)-1-methyl-1H-pyrazole-4-carboxamide). Isolated yield 85.2%. Reaction SMILES: [Cl:1][C:2]1[C:3]([CH:9]2[CH2:11][CH:10]2[N:12]([C:20]([C:22]2[C:23]([CH:28]([F:30])[F:29])=[N:24][N:25]([CH3:27])[CH:26]=2)=[O:21])C(=O)OC(C)(C)C)=[N:4][CH:5]=[C:6]([Cl:8])[CH:7]=1.FC(F)(F)C(O)=O>ClCCl>[Cl:1][C:2]1[C:3]([CH:9]2[CH2:11][CH:10]2[NH:12][C:20]([C:22]2[C:23]([CH:28]([F:30])[F:29])=[N:24][N:25]([CH3:27])[CH:26]=2)=[O:21])=[N:4][CH:5]=[C:6]([Cl:8])[CH:7]=1. Procedure: 0.200 g of tert-butyl [2-(3,5-dichloropyridin-2-yl)cyclopropyl]{[3-(difluoromethyl)-1-methyl-1H-pyrazol-4-yl]carbonyl}carbamate (0.00039 mol) are dissolved in 5 ml of dichloromethane. 0.50 ml of trifluoroacetic acid are added to the reaction mixture which is left stirring at room temperature overnight. The reaction mixture is quenched with 15 ml of an aqueous solution of saturated sodium bicarbonate. After separation, the aqueous phase is extracted with dichloromethane (10 ml). The combined orga...